From a dataset of the Open Reaction Database (ORD), a public repository of structured organic reaction records. describe an organic reaction: reactants, conditions, products, and yield Reactants: CN(C)C=O, CN1CCCC1, CCO, Cl, Cl, CC1(N)CNC1, Nc1nc(-n2cc(C(=O)O)c(=O)c3cc(F)c(F)c(Cl)c32)c(F)cc1F. Yields the product CC1(N)CN(c2c(F)cc3c(=O)c(C(=O)O)cn(-c4nc(N)c(F)cc4F)c3c2Cl)C1. As a reaction SMILES: [CH3:1][N:2]([CH3:3])[CH:4]=[O:5].[CH3:40][N:41]1[CH2:42][CH2:43][CH2:44][CH2:45]1.[CH3:46][CH2:47][OH:48].[ClH:32].[ClH:33].[NH2:34][C:35]1([CH3:39])[CH2:36][NH:37][CH2:38]1.[NH2:6][c:7]1[c:8]([F:31])[cH:9][c:10]([F:30])[c:11](-[n:13]2[cH:14][c:15]([C:27](=[O:28])[OH:29])[c:16](=[O:26])[c:17]3[cH:18][c:19]([F:25])[c:20]([F:24])[c:21]([Cl:23])[c:22]23)[n:12]1>>[NH2:6][c:7]1[c:8]([F:31])[cH:9][c:10]([F:30])[c:11](-[n:13]2[cH:14][c:15]([C:27](=[O:28])[OH:29])[c:16](=[O:26])[c:17]3[cH:18][c:19]([F:25])[c:20]([N:37]4[CH2:36][C:35]([NH2:34])([CH3:39])[CH2:38]4)[c:21]([Cl:23])[c:22]23)[n:12]1.